This data is from the Open Reaction Database (ORD), a public repository of structured organic reaction records. The task is: describe an organic reaction: reactants, conditions, products, and yield The reactants are ClCCl, O=S(=O)(O)C(F)(F)F, COC(=O)c1ccc(S(C)(=O)=O)c(O)c1C, c1ccncc1. Yields the product COC(=O)c1ccc(S(C)(=O)=O)c(OS(=O)(=O)C(F)(F)F)c1C. As a reaction SMILES: [CH2:1]([Cl:2])[Cl:3].[OH:20][S:21](=[O:22])(=[O:23])[C:24]([F:25])([F:26])[F:27].[OH:4][c:5]1[c:6]([CH3:19])[c:7]([C:8](=[O:9])[O:10][CH3:11])[cH:12][cH:13][c:14]1[S:15](=[O:16])(=[O:17])[CH3:18].[cH:28]1[cH:29][cH:30][n:31][cH:32][cH:33]1>>[O:4]([c:5]1[c:6]([CH3:19])[c:7]([C:8](=[O:9])[O:10][CH3:11])[cH:12][cH:13][c:14]1[S:15](=[O:16])(=[O:17])[CH3:18])[S:21](=[O:20])(=[O:22])[C:24]([F:25])([F:26])[F:27]. The reactants are BrC=1C=CC(=C(C#N)C1)C(=O)N1CCN(CC1)C1=C(C=C(C=C1)C)C (5-bromo-2-[4-(2,4-dimethylphenyl)piperazine-1-carbonyl]benzonitrile), C(C)(=O)N1C(NCC1)=O (1-acetylimidazolidin-2-one). Product: C(C)(=O)N1C(N(CC1)C=1C=CC(=C(C#N)C1)C(=O)N1CCN(CC1)C1=C(C=C(C=C1)C)C)=O (5-(3-acetyl-2-oxoimidazolidin-1-yl)-2-[4-(2,4-dimethylphenyl)piperazine-1-carbonyl]benzonitrile). Yield: 60.9%. Reaction SMILES: Br[C:2]1[CH:3]=[CH:4][C:5]([C:10]([N:12]2[CH2:17][CH2:16][N:15]([C:18]3[CH:23]=[CH:22][C:21]([CH3:24])=[CH:20][C:19]=3[CH3:25])[CH2:14][CH2:13]2)=[O:11])=[C:6]([CH:9]=1)[C:7]#[N:8].[C:26]([N:29]1[CH2:33][CH2:32][NH:31][C:30]1=[O:34])(=[O:28])[CH3:27]>>[C:26]([N:29]1[CH2:33][CH2:32][N:31]([C:2]2[CH:3]=[CH:4][C:5]([C:10]([N:12]3[CH2:17][CH2:16][N:15]([C:18]4[CH:23]=[CH:22][C:21]([CH3:24])=[CH:20][C:19]=4[CH3:25])[CH2:14][CH2:13]3)=[O:11])=[C:6]([CH:9]=2)[C:7]#[N:8])[C:30]1=[O:34])(=[O:28])[CH3:27]. Reported procedure: Using 5-bromo-2-[4-(2,4-dimethylphenyl)piperazine-1-carbonyl]benzonitrile (996 mg) described in Preparation Example 188 and 1-acetylimidazolidin-2-one (384 mg) and by the reaction and treatment in the same manner as in Example 1, the title compound (679 mg) was obtained. The reactants are O=C(O)c1cc(C[NH+]2N=CC(=O)c3cccc(F)c32)ccc1F, [Cl-], Cl, [Li+], [OH-]. The product is O=C(O)c1cc(C[NH+]2N=CC(=O)c3cccc(O)c32)ccc1F, [Cl-]. As a reaction SMILES: [C:2](=[O:3])([OH:4])[c:5]1[cH:6][c:7]([CH2:8][NH+:9]2[N:10]=[CH:11][C:12](=[O:20])[c:13]3[cH:14][cH:15][cH:16][c:17]([F:19])[c:18]32)[cH:21][cH:22][c:23]1[F:24].[Cl-:1].[ClH:25].[Li+:27].[OH-:26]>>[C:2](=[O:3])([OH:4])[c:5]1[cH:6][c:7]([CH2:8][NH+:9]2[N:10]=[CH:11][C:12](=[O:20])[c:13]3[cH:14][cH:15][cH:16][c:17]([OH:26])[c:18]32)[cH:21][cH:22][c:23]1[F:24].[Cl-:1]. Starting materials: COc1nc(NC(=O)C2CC2(COc2cnc(C)nc2C)c2cccc(F)c2)ccc1F, Cl, O, c1ccncc1. The product is Cc1ncc(OCC2(c3cccc(F)c3)CC2C(=O)Nc2ccc(F)c(O)n2)c(C)n1. As a reaction SMILES: [CH3:1][c:2]1[n:3][cH:4][c:5]([O:9][CH2:10][C:11]2([c:26]3[cH:27][c:28]([F:32])[cH:29][cH:30][cH:31]3)[CH:12]([C:14](=[O:15])[NH:16][c:17]3[n:18][c:19]([O:24][CH3:25])[c:20]([F:23])[cH:21][cH:22]3)[CH2:13]2)[c:6]([CH3:8])[n:7]1.[ClH:33].[OH2:40].[n:34]1[cH:35][cH:36][cH:37][cH:38][cH:39]1>>[CH3:1][c:2]1[n:3][cH:4][c:5]([O:9][CH2:10][C:11]2([c:26]3[cH:27][c:28]([F:32])[cH:29][cH:30][cH:31]3)[CH:12]([C:14](=[O:15])[NH:16][c:17]3[n:18][c:19]([OH:24])[c:20]([F:23])[cH:21][cH:22]3)[CH2:13]2)[c:6]([CH3:8])[n:7]1. The reactants are Cl.NC1=C(C=CC=C1)B(O)O (2-Aminophenylboronic acid hydrochloride), C([O-])([O-])=O.[K+].[K+] (potassium carbonate), COCCOC (DME), BrC=1C(=NN(C1CCCCCl)CCOC)C#N (4-bromo-5-(4-chlorobutyl)-1-(2-methoxyethyl)-1H-pyrazole-3-carbonitrile), Cl.NC1=C(C=CC=C1)B(O)O (2-aminophenylboronic acid hydrochloride). The reagents and catalysts are Cl[Pd]([P](C1=CC=CC=C1)(C2=CC=CC=C2)C3=CC=CC=C3)([P](C4=CC=CC=C4)(C5=CC=CC=C5)C6=CC=CC=C6)Cl (dichlorobis(triphenylphosphine)palladium(II)), Cl[Pd]([P](C1=CC=CC=C1)(C2=CC=CC=C2)C3=CC=CC=C3)([P](C4=CC=CC=C4)(C5=CC=CC=C5)C6=CC=CC=C6)Cl (Dichlorobis(triphenylphosphine)palladium(II)). Run in O (Water), O (water). Run at temperature 110 celsius. The product is NC1=C(C=CC=C1)C=1C(=NN(C1CCCCCl)CCOC)C#N (4-(2-aminophenyl)-5-(4-chlorobutyl)-1-(2-methoxyethyl)-1H-pyrazole-3-carbonitrile). Isolated yield 57.8%. As a reaction SMILES: Cl.[NH2:2][C:3]1[CH:8]=[CH:7][CH:6]=[CH:5][C:4]=1B(O)O.C(=O)([O-])[O-].[K+].[K+].COCCOC.Br[C:25]1[C:26]([C:39]#[N:40])=[N:27][N:28]([CH2:35][CH2:36][O:37][CH3:38])[C:29]=1[CH2:30][CH2:31][CH2:32][CH2:33][Cl:34]>Cl[Pd](Cl)([P](C1C=CC=CC=1)(C1C=CC=CC=1)C1C=CC=CC=1)[P](C1C=CC=CC=1)(C1C=CC=CC=1)C1C=CC=CC=1.O>[NH2:2][C:3]1[CH:8]=[CH:7][CH:6]=[CH:5][C:4]=1[C:25]1[C:26]([C:39]#[N:40])=[N:27][N:28]([CH2:35][CH2:36][O:37][CH3:38])[C:29]=1[CH2:30][CH2:31][CH2:32][CH2:33][Cl:34] |f:0.1,2.3.4,^1:43,62|. Procedure details: 2-Aminophenylboronic acid hydrochloride (16.2 g, 93.5 mmol), potassium carbonate (42.5 g, 308 mmol), DME (333 mL), water (166 mL), and 4-bromo-5-(4-chlorobutyl)-1-(2-methoxyethyl)-1H-pyrazole-3-carbonitrile (30 g, 93.5 mmol) were combined in a flask, which was then evacuated three times and filled with nitrogen. Dichlorobis(triphenylphosphine)palladium(II) (0.65 g, 0.94 mmol) was then added, and the reaction was heated at 110° C. for one hour. An analysis by HPLC indicated the presence of starti... The reactants are CC(CBr)COCc1ccccc1, [Mg], C1CCOC1. The product is [Br-], CC(C[Mg+])COCc1ccccc1. RXN SMILES: [CH2:1]([c:2]1[cH:3][cH:4][cH:5][cH:6][cH:7]1)[O:8][CH2:9][CH:10]([CH2:11][Br:12])[CH3:13].[Mg:14].[O:15]1[CH2:16][CH2:17][CH2:18][CH2:19]1>>[Br-:12].[CH2:1]([c:2]1[cH:3][cH:4][cH:5][cH:6][cH:7]1)[O:8][CH2:9][CH:10]([CH2:11][Mg+:14])[CH3:13]. The reactants are ClC=1C=C(C=CC1Cl)N1CCN(CC1)C([C@@H](C(C)(C)C)NC(OC(C)(C)C)=O)=O ((R)-tert-butyl 1-(4-(3,4-dichlorophenyl)piperazin-1-yl)-3,3-dimethyl-1-oxobutan-2-ylcarbamate), C(=O)(C(F)(F)F)O (TFA). The solvent is ClCCl (dichloromethane). Conditions: time 2 hour. Yields the product N[C@@H](C(=O)N1CCN(CC1)C1=CC(=C(C=C1)Cl)Cl)C(C)(C)C ((R)-2-amino-1-(4-(3,4-dichlorophenyl)piperazin-1-yl)-3,3-dimethylbutan-1-one). Reaction SMILES: [Cl:1][C:2]1[CH:3]=[C:4]([N:9]2[CH2:14][CH2:13][N:12]([C:15](=[O:29])[C@H:16]([NH:21]C(=O)OC(C)(C)C)[C:17]([CH3:20])([CH3:19])[CH3:18])[CH2:11][CH2:10]2)[CH:5]=[CH:6][C:7]=1[Cl:8].C(O)(C(F)(F)F)=O>ClCCl>[NH2:21][C@H:16]([C:17]([CH3:20])([CH3:19])[CH3:18])[C:15]([N:12]1[CH2:11][CH2:10][N:9]([C:4]2[CH:5]=[CH:6][C:7]([Cl:8])=[C:2]([Cl:1])[CH:3]=2)[CH2:14][CH2:13]1)=[O:29]. Reported procedure: To a solution of (R)-tert-butyl 1-(4-(3,4-dichlorophenyl)piperazin-1-yl)-3,3-dimethyl-1-oxobutan-2-ylcarbamate (crude from above) in dichloromethane (5 mL) was added TFA (5 mL). Upon completion of addition, the resulting solution was allowed to stir at rt. for 2 h. After this time, the solvent was removed by rotary evaporation to provide an oil which was partitioned between dichloromethane and 1 N NaOH. The dichloromethane extract was washed with water, dried over MgSO4 and evaporated to provide...